Dataset: the Open Reaction Database (ORD), a public repository of structured organic reaction records. Task: describe an organic reaction: reactants, conditions, products, and yield Reactants: CCCS(=O)(=O)c1ccccc1S(=O)(=O)N=C=O, CC#N, CCOc1cc(Cl)nc(N)n1. The product is CCCS(=O)(=O)c1ccccc1S(=O)(=O)NC(=O)Nc1nc(Cl)cc(OCC)n1. Reaction SMILES: [CH2:1]([CH2:2][CH3:3])[S:4](=[O:5])(=[O:6])[c:7]1[c:8]([S:13](=[O:14])(=[O:15])[N:16]=[C:17]=[O:18])[cH:9][cH:10][cH:11][cH:12]1.[CH3:30][C:31]#[N:32].[NH2:19][c:20]1[n:21][c:22]([O:27][CH2:28][CH3:29])[cH:23][c:24]([Cl:26])[n:25]1>>[CH2:1]([CH2:2][CH3:3])[S:4](=[O:5])(=[O:6])[c:7]1[c:8]([S:13](=[O:14])(=[O:15])[NH:16][C:17](=[O:18])[NH:19][c:20]2[n:21][c:22]([O:27][CH2:28][CH3:29])[cH:23][c:24]([Cl:26])[n:25]2)[cH:9][cH:10][cH:11][cH:12]1. Reactants: Nc1ccc(Cl)c(Oc2cc(Cl)cc(Br)c2Cl)c1[N+](=O)[O-], CO, N#N, O, O, Cl[Sn]Cl. Yields the product Nc1ccc(Cl)c(Oc2cc(Cl)cc(Br)c2Cl)c1N. RXN SMILES: [Br:1][c:2]1[c:3]([Cl:21])[c:4]([O:5][c:6]2[c:7]([N+:14]([O-:15])=[O:16])[c:8]([NH2:9])[cH:10][cH:11][c:12]2[Cl:13])[cH:17][c:18]([Cl:20])[cH:19]1.[CH3:29][OH:30].[N:27]#[N:28].[OH2:22].[OH2:23].[Sn:24]([Cl:25])[Cl:26]>>[Br:1][c:2]1[c:3]([Cl:21])[c:4]([O:5][c:6]2[c:7]([NH2:14])[c:8]([NH2:9])[cH:10][cH:11][c:12]2[Cl:13])[cH:17][c:18]([Cl:20])[cH:19]1. Reactants: CO, [Li+], C1CCOC1, [OH-], O, CCOC(=O)c1cccc(NC(=O)NC2CN(C(=O)C(C)(C)C)c3ccc(C)cc3N(CC(=O)c3ccco3)C2=O)c1. Yields the product Cc1ccc2c(c1)N(CC(=O)c1ccco1)C(=O)C(NC(=O)Nc1cccc(C(=O)O)c1)CN2C(=O)C(C)(C)C. Reaction SMILES: [CH3:51][OH:52].[Li+:45].[O:46]1[CH2:47][CH2:48][CH2:49][CH2:50]1.[OH-:44].[OH2:43].[o:1]1[c:2]([C:6](=[O:7])[CH2:8][N:9]2[C:10](=[O:42])[CH:11]([NH:27][C:28](=[O:29])[NH:30][c:31]3[cH:32][c:33]([C:37](=[O:38])[O:39][CH2:40][CH3:41])[cH:34][cH:35][cH:36]3)[CH2:12][N:13]([C:21]([C:22]([CH3:23])([CH3:24])[CH3:25])=[O:26])[c:14]3[c:15]2[cH:16][c:17]([CH3:20])[cH:18][cH:19]3)[cH:3][cH:4][cH:5]1>>[o:1]1[c:2]([C:6](=[O:7])[CH2:8][N:9]2[C:10](=[O:42])[CH:11]([NH:27][C:28](=[O:29])[NH:30][c:31]3[cH:32][c:33]([C:37](=[O:38])[OH:39])[cH:34][cH:35][cH:36]3)[CH2:12][N:13]([C:21]([C:22]([CH3:23])([CH3:24])[CH3:25])=[O:26])[c:14]3[c:15]2[cH:16][c:17]([CH3:20])[cH:18][cH:19]3)[cH:3][cH:4][cH:5]1.